Task: describe an organic reaction: reactants, conditions, products, and yield. Dataset: the Open Reaction Database (ORD), a public repository of structured organic reaction records Starting materials: CC(=O)O, COC1CNC1, CO, Cl, O=CCCc1nc2cc3c(cc2[n+]([O-])n1)CCC3. Product: COC1CN(CCCc2nc3cc4c(cc3[n+]([O-])n2)CCC4)C1. Reaction SMILES: [C:26]([OH:27])(=[O:28])[CH3:29].[CH3:2][O:3][CH:4]1[CH2:5][NH:6][CH2:7]1.[CH3:30][OH:31].[ClH:1].[O-:8][n+:9]1[n:10][c:11]([CH2:22][CH2:23][CH:24]=[O:25])[n:12][c:13]2[c:14]1[cH:15][c:16]1[c:20]([cH:21]2)[CH2:19][CH2:18][CH2:17]1>>[CH3:2][O:3][CH:4]1[CH2:5][N:6]([CH2:24][CH2:23][CH2:22][c:11]2[n:10][n+:9]([O-:8])[c:14]3[c:13]([n:12]2)[cH:21][c:20]2[c:16]([cH:15]3)[CH2:17][CH2:18][CH2:19]2)[CH2:7]1. Starting materials: N1=CC=C(C=C1)N1CC2(CC1)CCNCC2 (2-(pyridin-4-yl)-2,8-diazaspiro[4.5]decane), CS(=O)(=O)Cl (Methanesulfonyl chloride), OCC1=CC=C(C=C1)[C@@H](C)NC(OC(C)(C)C)=O ((R)-tert-butyl 1-(4-(hydroxymethyl)phenyl)ethylcarbamate), TEA, CS(=O)(=O)OCC1=CC=C(C=C1)[C@@H](C)NC(=O)OC(C)(C)C ((R)-4-(1-(tert-butoxycarbonylamino)ethyl)benzyl methanesulfonate), C(C)(C)(C)N (tert-butyl amine), C(=O)([O-])[O-].[K+].[K+] (K2CO3). The solvent is C(Cl)Cl (DCM), C(Cl)Cl (DCM), C1CCOC1 (THF). Reaction conditions: time 2 hour. Product: N[C@H](C)C1=CC=C(CNC(C)(C)C)C=C1 ((R)—N-(4-(1-Aminoethyl)benzyl)-2-methylpropan-2-amine). As a reaction SMILES: N1C=CC(N2CCC3(CCNCC3)C2)=CC=1.CS(Cl)(=O)=O.O[CH2:23][C:24]1[CH:29]=[CH:28][C:27]([C@H:30]([NH:32]C(=O)OC(C)(C)C)[CH3:31])=[CH:26][CH:25]=1.CS(OCC1C=CC([C@H](NC(OC(C)(C)C)=O)C)=CC=1)(=O)=O.[C:62]([NH2:66])([CH3:65])([CH3:64])[CH3:63].C([O-])([O-])=O.[K+].[K+]>C(Cl)Cl.C1COCC1>[NH2:32][C@@H:30]([C:27]1[CH:26]=[CH:25][C:24]([CH2:23][NH:66][C:62]([CH3:65])([CH3:64])[CH3:63])=[CH:29][CH:28]=1)[CH3:31] |f:5.6.7|. Procedure: Boc-anhydride (2.2 ml, 11.1 mmol, 1.2 eq.) was added to a solution of (R)-methyl 4-(1-aminoethyl)benzoate hydrochloride (2.0 g, 9.2 mmol, 1.0 eq.) and TEA (2.4 ml, 18.4 mmol, 2.0 eq.) in DCM (50 ml) at 0° C. and the reaction mixture was stirred at RT for 16 h. The mixture was diluted with DCM (75 ml) and washed with water (50 ml) and brine (50 ml). The organic layer was dried over Na2SO4 and concentrated to give the crude product which was purified by column chromatography (silica gel; 20% ethyl... Starting materials: Br.N[C@@H](CCCCN)C(=O)O (L-lysine hydrobromide), N1=C(C=CC=C1C)C (2,6-lutidine), ClCC(=O)OC(CCl)=O (chloroacetic anhydride). Solvent: CN(C=O)C (dimethylformamide), CN(C=O)C (dimethylformamide). Reaction conditions: temperature 0 celsius, time 16 hour. The product is N[C@@H](CCCCN)C(=O)O (L-lysine). RXN SMILES: Br.[NH2:2][C@H:3]([C:9]([OH:11])=[O:10])[CH2:4][CH2:5][CH2:6][CH2:7][NH2:8].N1C(C)=CC=CC=1C.ClCC(OC(=O)CCl)=O>CN(C)C=O>[NH2:2][C@H:3]([C:9]([OH:11])=[O:10])[CH2:4][CH2:5][CH2:6][CH2:7][NH2:8] |f:0.1|. Procedure: 250 mg (1.19 mmol) of poly-D/L-lysine hydrobromide (SIGMA; M: 30,000-70,000) are suspended in 4 ml of dimethylformamide under argon. The suspension is cooled down to 0° C. and 1.25 ml of 2,6-lutidine are added. A solution of 500 mg (2.93 mmol) of chloroacetic anhydride in 2 ml of dimethylformamide is added dropwise over the space of 15 min. The mixture is subsequently heated slowly to room temperature and stirred for 16 h. The working-up and purification take place in analogy with N(6)-chloroace... The reactants are ClC1=CC2=C(C(OC(N2)=O)=O)C=C1[N+](=O)[O-] (7-Chloro-1,4-dihydro-6-nitro-2H-3,1-benzoxazine-2,4-dione), C(C)(=O)[O-].[NH4+] (Ammonium acetate). Solvent: C(C)(=O)O (acetic acid). Reaction conditions: temperature 100 celsius, time 3 hour. Product: NC1=C(C(=O)N)C=C(C(=C1)Cl)[N+](=O)[O-] (2-amino-4-chloro-5-nitrobenzamide). Yield: 85.8%. Reaction SMILES: [Cl:1][C:2]1[C:13]([N+:14]([O-:16])=[O:15])=[CH:12][C:5]2[C:6](=O)[O:7]C(=O)[NH:9][C:4]=2[CH:3]=1.C([O-])(=O)C.[NH4+:21]>C(O)(=O)C>[NH2:9][C:4]1[CH:3]=[C:2]([Cl:1])[C:13]([N+:14]([O-:16])=[O:15])=[CH:12][C:5]=1[C:6]([NH2:21])=[O:7] |f:1.2|. Procedure details: 7-Chloro-1,4-dihydro-6-nitro-2H-3,1-benzoxazine-2,4-dione (6.5 g, 26.8 mmol) was suspended in glacial acetic acid (70 mL). Ammonium acetate (6.2 g, 80.6 mmol) was added, and the resulting mixture was heated to 100° C. with stirring for 3 hours. After cooling to room temperature, the brown solution was poured into distilled water (200 mL) to precipitate a yellow solid which was collected by filtration and washed well with water and ether. This material was first air dried, then dried overnight un...